describe an organic reaction: reactants, conditions, products, and yield From a dataset of the Open Reaction Database (ORD), a public repository of structured organic reaction records. Starting materials: C(CCC)[Li] (butyllithium), C(C)(C)(C)C1=C(C=CC=C1)C(C1=CC=CC=C1)=O (o-tert.-butylbenzophenone), CN(CCN(C)C)C (N,N,N',N'-tetramethylethylenediamine), COCN1C=NC=C1 (1-(methoxymethyl)imidazole). The solvent is O1CCCC1 (tetrahydrofuran), O1CCCC1 (tetrahydrofuran). Conditions: time 2 hour. The product is C(C)(C)(C)C1=C(C=CC=C1)C(O)(C=1N(C=CN1)COC)C1=CC=CC=C1 (α-(o-tert.-Butylphenyl)-1-(methoxymethyl)-α-phenylimidazole-2-methanol). Reaction SMILES: C([Li])CCC.CN(C)CCN(C)C.[CH3:14][O:15][CH2:16][N:17]1[CH:21]=[CH:20][N:19]=[CH:18]1.[C:22]([C:26]1[CH:31]=[CH:30][CH:29]=[CH:28][C:27]=1[C:32](=[O:39])[C:33]1[CH:38]=[CH:37][CH:36]=[CH:35][CH:34]=1)([CH3:25])([CH3:24])[CH3:23]>O1CCCC1>[C:22]([C:26]1[CH:31]=[CH:30][CH:29]=[CH:28][C:27]=1[C:32]([C:33]1[CH:38]=[CH:37][CH:36]=[CH:35][CH:34]=1)([C:18]1[N:17]([CH2:16][O:15][CH3:14])[CH:21]=[CH:20][N:19]=1)[OH:39])([CH3:25])([CH3:23])[CH3:24]. Reported procedure: Under a nitrogen atmosphere and at -60° C., 38 ml. (0.08 mol) of a butyllithium solution (20% in n-hexane) were added drop-wise over the course of 45 minutes to a mixture of 9.6 g. (0.08 mol) of N,N,N',N'-tetramethylethylenediamine and 7 g. (0.06 mol) of 1-(methoxymethyl)imidazole in 100 ml. of anhydrous tetrahydrofuran. The mixture was stirred for another two hours under the same conditions and then 16 g (0.0675 mol) of o-tert.-butylbenzophenone in 100 ml. of anhydrous tetrahydrofuran were adde... The reactants are CCCCCOc1ccc2c(c1OCCCCC)C(O)N(CCc1ccc([N+](=O)[O-])cc1)C2=O, CC[SiH](CC)CC, ClCCl, [Na+], O=C(O)C(F)(F)F, O=C([O-])O. Yields the product CCCCCOc1ccc2c(c1OCCCCC)CN(CCc1ccc([N+](=O)[O-])cc1)C2=O. As a reaction SMILES: [CH2:1]([CH2:2][CH2:3][CH2:4][CH3:5])[O:6][c:7]1[c:8]2[c:12]([cH:13][cH:14][c:15]1[O:16][CH2:17][CH2:18][CH2:19][CH2:20][CH3:21])[C:11](=[O:22])[N:10]([CH2:23][CH2:24][c:25]1[cH:26][cH:27][c:28]([N+:31](=[O:32])[O-:33])[cH:29][cH:30]1)[CH:9]2[OH:34].[CH2:35]([SiH:36]([CH2:37][CH3:38])[CH2:39][CH3:40])[CH3:41].[Cl:54][CH2:55][Cl:56].[Na+:49].[OH:42][C:43]([C:44]([F:45])([F:46])[F:47])=[O:48].[OH:50][C:51](=[O:52])[O-:53]>>[CH2:1]([CH2:2][CH2:3][CH2:4][CH3:5])[O:6][c:7]1[c:8]2[c:12]([cH:13][cH:14][c:15]1[O:16][CH2:17][CH2:18][CH2:19][CH2:20][CH3:21])[C:11](=[O:22])[N:10]([CH2:23][CH2:24][c:25]1[cH:26][cH:27][c:28]([N+:31](=[O:32])[O-:33])[cH:29][cH:30]1)[CH2:9]2. Reactants: CCCCO, CC(Nc1nc(Nc2cc(C3CC3)[nH]n2)c(F)cc1C#N)c1ccc(F)cc1, CCN(C(C)C)C(C)C, NC(CO)c1ccc(F)cc1. The product is N#Cc1cc(F)c(Nc2cc(C3CC3)[nH]n2)nc1NC(CO)c1ccc(F)cc1. As a reaction SMILES: [CH2:49]([OH:50])[CH2:51][CH2:52][CH3:53].[CH:1]1([c:4]2[cH:5][c:6]([NH:9][c:10]3[n:11][c:12]([NH:19][CH:20]([CH3:21])[c:22]4[cH:23][cH:24][c:25]([F:28])[cH:26][cH:27]4)[c:13]([C:14]#[N:15])[cH:16][c:17]3[F:18])[n:7][nH:8]2)[CH2:2][CH2:3]1.[CH:40]([N:41]([CH2:42][CH3:43])[CH:44]([CH3:45])[CH3:46])([CH3:47])[CH3:48].[NH2:29][CH:30]([c:31]1[cH:33][cH:34][c:35]([F:36])[cH:37][cH:38]1)[CH2:39][OH:32]>>[CH:1]1([c:4]2[cH:5][c:6]([NH:9][c:10]3[n:11][c:12]([NH:19][CH:20]([CH2:21][OH:32])[c:22]4[cH:23][cH:24][c:25]([F:28])[cH:26][cH:27]4)[c:13]([C:14]#[N:15])[cH:16][c:17]3[F:18])[n:7][nH:8]2)[CH2:2][CH2:3]1. The reactants are CCCCO, CCN(C(C)C)C(C)C, O=[N+]([O-])c1cnc(Cl)nc1Nc1cc(C2CC2)[nH]n1, Cl, CC(N)c1ncc(F)cn1. RXN SMILES: [CH2:40]([OH:41])[CH2:42][CH2:43][CH3:44].[CH:31]([N:32]([CH2:33][CH3:34])[CH:35]([CH3:36])[CH3:37])([CH3:38])[CH3:39].[Cl:12][c:13]1[n:14][cH:15][c:16]([N+:28](=[O:29])[O-:30])[c:17]([NH:19][c:20]2[n:21][nH:22][c:23]([CH:25]3[CH2:26][CH2:27]3)[cH:24]2)[n:18]1.[ClH:1].[F:2][c:3]1[cH:4][n:5][c:6]([CH:9]([CH3:10])[NH2:11])[n:7][cH:8]1>>[F:2][c:3]1[cH:4][n:5][c:6]([CH:9]([CH3:10])[NH:11][c:13]2[n:14][cH:15][c:16]([N+:28](=[O:29])[O-:30])[c:17]([NH:19][c:20]3[n:21][nH:22][c:23]([CH:25]4[CH2:26][CH2:27]4)[cH:24]3)[n:18]2)[n:7][cH:8]1. Yields the product CC(Nc1ncc([N+](=O)[O-])c(Nc2cc(C3CC3)[nH]n2)n1)c1ncc(F)cn1. Yields the product CN1CC2=CC=CC(=C2CC1)NC(C1=C(C=C(C(=C1)Br)N)OC)=O (N-(2-Methyl-1,2,3,4-tetrahydroisoquinolin-5-yl)-4-amino-5-bromo-2-methoxybenzamide). Solvent: C(C)O (ethanol), O (water), O (water). Reaction SMILES: C([NH:4][C:5]1[C:24]([Br:25])=[CH:23][C:8]([C:9]([NH:11][C:12]2[CH:21]=[CH:20][CH:19]=[C:18]3[C:13]=2[CH2:14][CH2:15][N:16]([CH3:22])[CH2:17]3)=[O:10])=[C:7]([O:26][CH3:27])[CH:6]=1)(=O)C.[OH-].[Na+]>C(O)C.O>[CH3:22][N:16]1[CH2:15][CH2:14][C:13]2[C:18](=[CH:19][CH:20]=[CH:21][C:12]=2[NH:11][C:9](=[O:10])[C:8]2[CH:23]=[C:24]([Br:25])[C:5]([NH2:4])=[CH:6][C:7]=2[O:26][CH3:27])[CH2:17]1 |f:1.2|. Yield: 7.9%. Reported procedure: To a solution of 4-acetylamino-5-bromo-2-methoxy-N-(2-methyl-1,2,3,4-tetrahydroisoquinolin-5-yl)benzamide (0.888 g, 2 mmol) in ethanol (30 ml) and water (10 ml) was added 10% aqueous sodium hydroxide (1.25 ml). The mixture was heated at reflux for 1.25h before pouring into water and extracting with chloroform. The organic layer was dried over sodium sulfate, concentrated in vacuo and the residue recrystallised from ethyl acethate to afford the title compound as a brown solid (0.062 g). Starting materials: C(C)(=O)NC1=CC(=C(C(=O)NC2=C3CCN(CC3=CC=C2)C)C=C1Br)OC (4-acetylamino-5-bromo-2-methoxy-N-(2-methyl-1,2,3,4-tetrahydroisoquinolin-5-yl)benzamide), [OH-].[Na+] (sodium hydroxide), 1.25h. Starting materials: CC1=NC=CC(=C1)C#C[Si](C)(C)C (2-methyl-4-trimethylsilanylethynyl-pyridine), C1(CC1)C=1N(C=C(N1)I)C(C)C (2-cyclopropyl-4-iodo-1-isopropyl-1H-imidazole). The product is C1(CC1)C=1N(C=C(N1)C#CC1=CC(=NC=C1)C)C(C)C (4-(2-Cyclopropyl-1-isopropyl-1H-imidazol-4-ylethynyl)-2-methyl-pyridine). As a reaction SMILES: [CH3:1][C:2]1[CH:7]=[C:6]([C:8]#[C:9][Si](C)(C)C)[CH:5]=[CH:4][N:3]=1.[CH:14]1([C:17]2[N:18]([CH:23]([CH3:25])[CH3:24])[CH:19]=[C:20](I)[N:21]=2)[CH2:16][CH2:15]1>>[CH:14]1([C:17]2[N:18]([CH:23]([CH3:25])[CH3:24])[CH:19]=[C:20]([C:9]#[C:8][C:6]3[CH:5]=[CH:4][N:3]=[C:2]([CH3:1])[CH:7]=3)[N:21]=2)[CH2:16][CH2:15]1. Procedure: The title compound, MS: m/e=266.3 (M+H+), was prepared in accordance with the general method of example A, step 2 from 2-methyl-4-trimethylsilanylethynyl-pyridine and 2-cyclopropyl-4-iodo-1-isopropyl-1H-imidazole. Starting materials: COC(=O)C1=CN(C2=CC(=CC=C12)C1=C(C=C(C=C1)OCC=1C(=NOC1C(C)C)C1=C(C=CC=C1Cl)Cl)C)CCS(=O)(=O)C (6-{4-[3-(2,6-dichloro-phenyl)-5-isopropyl-isoxazol-4-ylmethoxy]-2-methyl-phenyl}-1-(2-methanesulfonyl-ethyl)-1H-indole-3-carboxylic acid methyl ester), CO (methanol), [OH-].[Na+] (sodium hydroxide). Solvent: C1CCOC1 (THF). Reaction conditions: time 2 hour. Product: ClC1=C(C(=CC=C1)Cl)C1=NOC(=C1COC1=CC(=C(C=C1)C1=CC=C2C(=CN(C2=C1)CCS(=O)(=O)C)C(=O)O)C)C(C)C (6-{4-[3-(2,6-Dichloro-phenyl)-5-isopropyl-isoxazol-4-ylmethoxy]-2-methyl-phenyl}-1-(2-methanesulfonyl-ethyl)-1H-indole-3-carboxylic acid). Yield: 81.4%. As a reaction SMILES: C[O:2][C:3]([C:5]1[C:13]2[C:8](=[CH:9][C:10]([C:14]3[CH:19]=[CH:18][C:17]([O:20][CH2:21][C:22]4[C:23]([C:30]5[C:35]([Cl:36])=[CH:34][CH:33]=[CH:32][C:31]=5[Cl:37])=[N:24][O:25][C:26]=4[CH:27]([CH3:29])[CH3:28])=[CH:16][C:15]=3[CH3:38])=[CH:11][CH:12]=2)[N:7]([CH2:39][CH2:40][S:41]([CH3:44])(=[O:43])=[O:42])[CH:6]=1)=[O:4].CO.[OH-].[Na+]>C1COCC1>[Cl:36][C:35]1[CH:34]=[CH:33][CH:32]=[C:31]([Cl:37])[C:30]=1[C:23]1[C:22]([CH2:21][O:20][C:17]2[CH:18]=[CH:19][C:14]([C:10]3[CH:9]=[C:8]4[C:13]([C:5]([C:3]([OH:4])=[O:2])=[CH:6][N:7]4[CH2:39][CH2:40][S:41]([CH3:44])(=[O:42])=[O:43])=[CH:12][CH:11]=3)=[C:15]([CH3:38])[CH:16]=2)=[C:26]([CH:27]([CH3:29])[CH3:28])[O:25][N:24]=1 |f:2.3|. Procedure: A mixture of 6-{4-[3-(2,6-dichloro-phenyl)-5-isopropyl-isoxazol-4-ylmethoxy]-2-methyl-phenyl}-1-(2-methanesulfonyl-ethyl)-1H-indole-3-carboxylic acid methyl ester (235 mg, 0.358 mmol), methanol (17 mL), THF (8 mL), and 5 N sodium hydroxide (1.29 mL) is heated at reflux for two days. The mixture is allowed to cool and is concentrated under reduced pressure to near dryness. Approximately 10 mL of water is added and the mixture is stirred for two hours. The mixture is filtered and the solid is wash... Starting materials: NC1=C(C(=CC(=C1)Br)F)O (2-amino-4-bromo-6-fluorophenol), N1CCC(C(=O)O)CC1 (isonipecotic acid), [OH-].[Na+] (NaOH). Solvent: polyphosphoric acid. Conditions: temperature 195 celsius, time 3 hour. The product is BrC=1C=C(C2=C(N=C(O2)C2CCNCC2)C1)F (5-bromo-7-fluoro-2-(piperidin-4-yl)benzo[d]oxazole). The yield is 52.7%. Reaction SMILES: [NH2:1][C:2]1[CH:7]=[C:6]([Br:8])[CH:5]=[C:4]([F:9])[C:3]=1[OH:10].[NH:11]1[CH2:19][CH2:18][CH:14]([C:15](O)=O)[CH2:13][CH2:12]1.[OH-].[Na+]>>[Br:8][C:6]1[CH:5]=[C:4]([F:9])[C:3]2[O:10][C:15]([CH:14]3[CH2:18][CH2:19][NH:11][CH2:12][CH2:13]3)=[N:1][C:2]=2[CH:7]=1 |f:2.3|. Procedure: 2-amino-4-bromo-6-fluorophenol (1.7 g, 8.24 mmol) and isonipecotic acid (1.06 g, 8.24 mmol) were dissolved in polyphosphoric acid (28 g). This mixture was heated to 195° C. for 3 h. After 3 h, reaction mixture cooled to rt and basified with aqueous NaOH solution to pH 14. Solid that obtained was filtered and dried to obtain the title compound (1.3 g) as a brown solid. Starting materials: ClC=1C=C(C=CC1Cl)N=C=S (3,4-Dichlorophenylisothiocyanate), N#CN.[Na] (sodium hydrogen cyanamide), Cl.CN(CCCN=C=NCC)C (1-(3-dimethylaminopropyl)-3-ethylcarbodiimide hydrochloride), C(C)N1C[C@@H](CCC1)CN1CCNCC1 (1-{[(3R)-1-ethylpiperidin-3-yl]methyl}piperazine). The solvent is C(C)O (ethanol), CN(C=O)C (N,N-dimethylformamide). Conditions: time 18 hour. The product is C(#N)N=C(NC1=CC(=C(C=C1)Cl)Cl)N1CCN(CC1)C[C@H]1CN(CCC1)CC (N′-Cyano-N-(3,4-dichlorophenyl)-4-{[(3R)-1-ethylpiperidin-3-yl]methyl}piperazine-1-carboximidamide). The yield is 37.6%. RXN SMILES: [Cl:1][C:2]1[CH:3]=[C:4]([N:9]=[C:10]=S)[CH:5]=[CH:6][C:7]=1[Cl:8].[N:12]#[C:13][NH2:14].[Na].Cl.CN(C)CCCN=C=NCC.[CH2:28]([N:30]1[CH2:35][CH2:34][CH2:33][C@@H:32]([CH2:36][N:37]2[CH2:42][CH2:41][NH:40][CH2:39][CH2:38]2)[CH2:31]1)[CH3:29]>C(O)C.CN(C)C=O>[C:13]([N:14]=[C:10]([N:40]1[CH2:39][CH2:38][N:37]([CH2:36][C@@H:32]2[CH2:33][CH2:34][CH2:35][N:30]([CH2:28][CH3:29])[CH2:31]2)[CH2:42][CH2:41]1)[NH:9][C:4]1[CH:5]=[CH:6][C:7]([Cl:8])=[C:2]([Cl:1])[CH:3]=1)#[N:12] |f:1.2,3.4,^1:14|. Procedure details: 3,4-Dichlorophenylisothiocyanate (204 mg) and sodium hydrogen cyanamide (70 mg) were refluxed in ethanol (20 ml) for three hours. The mixture was allowed to cool to room temperature then 1-(3-dimethylaminopropyl)-3-ethylcarbodiimide hydrochloride (211 mg), 1-{[(3R)-1-ethylpiperidin-3-yl]methyl}piperazine (220 mg) and N,N-dimethylformamide (2 ml) were added and the reaction left to stir for 18 hours then concentrated in vacuo. The crude product was subjected to reverse phase HPLC using a gradient...